This data is from the Open Reaction Database (ORD), a public repository of structured organic reaction records. The task is: describe an organic reaction: reactants, conditions, products, and yield Run at temperature 50 celsius, time 22 hour. Procedure details: A solution of 3-methanesulfonyloxymethylpiperidine-1-carboxylic acid tert-butyl ester (19.11 g, 65.1 mmol) in N,N-dimethylformamide (125 mL) was treated with sodium azide (12.70 g, 195 mmol) and the mixture was stirred at 50° C. for 22 hours. The mixture was cooled and filtered, and the filtrate was concentrated under vacuum. The residue was dissolved in ethyl acetate, washed with water, dried over sodium sulfate, and concentrated under vacuum to provide a colorless liquid (15.34 g, 98%) which w... Reactants: C(C)(C)(C)OC(=O)N1CC(CCC1)COS(=O)(=O)C (3-methanesulfonyloxymethylpiperidine-1-carboxylic acid tert-butyl ester), [N-]=[N+]=[N-].[Na+] (sodium azide). Yields the product C(C)(C)(C)OC(=O)N1CC(CCC1)CN=[N+]=[N-] (3-azidomethylpiperidine-1-carboxylic acid tert-butyl ester). RXN SMILES: [C:1]([O:5][C:6]([N:8]1[CH2:13][CH2:12][CH2:11][CH:10]([CH2:14]OS(C)(=O)=O)[CH2:9]1)=[O:7])([CH3:4])([CH3:3])[CH3:2].[N-:20]=[N+:21]=[N-:22].[Na+]>CN(C)C=O>[C:1]([O:5][C:6]([N:8]1[CH2:13][CH2:12][CH2:11][CH:10]([CH2:14][N:20]=[N+:21]=[N-:22])[CH2:9]1)=[O:7])([CH3:4])([CH3:3])[CH3:2] |f:1.2|. Run in CN(C=O)C (N,N-dimethylformamide). Isolated yield 98.1%.